The task is: describe an organic reaction: reactants, conditions, products, and yield. This data is from the Open Reaction Database (ORD), a public repository of structured organic reaction records. Starting materials: C(C(O)C)(=O)O (lactic acid), [OH-].[Li+] (lithium hydroxide). Run in O (H2O). Product: C(C(O)C)(=O)[O-].C(C(O)C)(=O)[O-].C(C(O)C)(=O)[O-].C(C(O)C)(=O)[O-].[Li+].[Li+].[Li+].[Li+] (lithium tetralactate). The yield is 266.7%. As a reaction SMILES: [C:1]([OH:6])(=[O:5])[CH:2]([CH3:4])[OH:3].[OH-].[Li+:8]>O>[C:1]([O-:6])(=[O:5])[CH:2]([CH3:4])[OH:3].[C:1]([O-:6])(=[O:5])[CH:2]([CH3:4])[OH:3].[C:1]([O-:6])(=[O:5])[CH:2]([CH3:4])[OH:3].[C:1]([O-:6])(=[O:5])[CH:2]([CH3:4])[OH:3].[Li+:8].[Li+:8].[Li+:8].[Li+:8] |f:1.2,4.5.6.7.8.9.10.11|. Procedure details: 2880 g of 25% hydrolyzed synthetic lactic acid are stirred into 83.8 g of lithium hydroxide . H2O. The resulting clear solution is dried in the laboratory thin-layer evaporator according to the process described in Example 1 at 12-15 torr and 80° C. 896 g of a pourable crystalline lithium tetralactate with a melting point of 250°-255° C. are obtained. The reactants are C([O-])([O-])=O.[K+].[K+] (potassium carbonate), C(C)(C)(C)OC(=O)N1C[C@H](OCC1)CC1=CC(=CC=C1)Br ((R)-2-(3-bromo-benzyl)-morpholine-4-carboxylic acid tert-butyl ester), C(C)(C)(C)OC(=O)N1C[C@H](OCC1)CC1=CC(=CC=C1)Br ((R)-2-(3-bromo-benzyl)-morpholine-4-carboxylic acid tert-butyl ester), COCCOC (1,2-dimethoxyethane), ClC1=NC=C(C=C1)B(O)O (2-chloropyridine-5-boronic acid), C([O-])(O)=O.[Na+] (sodium bicarbonate). Solvent: O (water). Run at time 30 minute. Product: C(C)(C)(C)OC(=O)N1C[C@H](OCC1)CC1=CC(=CC=C1)C=1C=NC(=CC1)Cl ((R)-2-[3-(6-Chloro-pyridin-3-yl)-benzyl]-morpholine-4-carboxylic acid tert-butyl ester). Isolated yield 35.0%. Reaction SMILES: [C:1]([O:5][C:6]([N:8]1[CH2:13][CH2:12][O:11][C@H:10]([CH2:14][C:15]2[CH:20]=[CH:19][CH:18]=[C:17](Br)[CH:16]=2)[CH2:9]1)=[O:7])([CH3:4])([CH3:3])[CH3:2].COCCOC.[Cl:28][C:29]1[CH:34]=[CH:33][C:32](B(O)O)=[CH:31][N:30]=1.C(=O)(O)[O-].[Na+].C(=O)([O-])[O-].[K+].[K+]>O>[C:1]([O:5][C:6]([N:8]1[CH2:13][CH2:12][O:11][C@H:10]([CH2:14][C:15]2[CH:20]=[CH:19][CH:18]=[C:17]([C:32]3[CH:31]=[N:30][C:29]([Cl:28])=[CH:34][CH:33]=3)[CH:16]=2)[CH2:9]1)=[O:7])([CH3:4])([CH3:3])[CH3:2] |f:3.4,5.6.7|. Procedure details: To the solution of 0.30 g (0.84 mmol) (R)-2-(3-bromo-benzyl)-morpholine-4-carboxylic acid tert-butyl ester (example 97, intermediate (d)) in 12 mL 1,2-dimethoxyethane 97 mg (84 μmol) tetrakis(triphenylphosphine)palladium(0) were added. After 30 min. 0.48 g (3.0 mmol) 2-chloropyridine-5-boronic acid and 0.22 g (2.1 mmol) sodium bicarbonate dissolved in 6 mL water were added successively and the reaction stirred for 2.5 h under reflux. After cooling down to room temperature the reaction mixture wa... The reactants are 5.5h, COC(CNC1=NC=CC=C1)OC (2-[(2-pyridyl)amino]acetaldehyde dimethyl acetal), C1(CCCCC1)C(=O)Cl (cyclohexanecarbonyl chloride), C(CCC)[Li] (butyl lithium). Solvent: O1CCCC1 (tetrahydrofuran). Conditions: time 1 hour. The product is COC(CN(C(=O)C1CCCCC1)C1=NC=CC=C1)OC (N-[(2,2-Dimethoxy)ethyl]-N-(2-pyridyl)cyclohexanecarboxamide). RXN SMILES: [CH3:1][O:2][CH:3]([O:12][CH3:13])[CH2:4][NH:5][C:6]1[CH:11]=[CH:10][CH:9]=[CH:8][N:7]=1.C([Li])CCC.[CH:19]1([C:25](Cl)=[O:26])[CH2:24][CH2:23][CH2:22][CH2:21][CH2:20]1>O1CCCC1>[CH3:1][O:2][CH:3]([O:12][CH3:13])[CH2:4][N:5]([C:6]1[CH:11]=[CH:10][CH:9]=[CH:8][N:7]=1)[C:25]([CH:19]1[CH2:24][CH2:23][CH2:22][CH2:21][CH2:20]1)=[O:26]. Reported procedure: To a solution of 6 g of 2-[(2-pyridyl)amino]acetaldehyde dimethyl acetal (prepared as described in Beilstein E III/IV, 22, 3871) in 40 ml of tetrahydrofuran stirred at 0° C. was added dropwise 13.2 ml of butyl lithium (2.5 M solution in n-hexane) and the resulting mixture was stirred at room temperature for 1 h. Afterwards, to the solution was added dropwise in 5 min 4.46 ml of cyclohexanecarbonyl chloride. Stirring was continued for 5.5h, followed by in vacuo evaporation of the reaction mixture... Starting materials: C1(CCCCC1)CC1C(=CC(O1)=O)O (5-cyclohexylmethyl-4-hydroxy-5H-furan-2-one), C(C1=CC=CC=C1)=O (benzaldehyde), FC1=CC=C2C(=CNC2=C1)CCNC(C)=O (N-[2-(6-fluoro-1H-indol-3-yl)-ethyl]-acetamide). Yields the product C1(CCCCC1)CC1C(=C(C(O1)=O)C(C=1NC2=CC(=CC=C2C1CCNC(C)=O)F)C1=CC=CC=C1)O (N-(2-{2-[(5-Cyclohexylmethyl-4-hydroxy-2-oxo-2,5-dihydro-furan-3-yl)-phenyl-methyl]-6-fluoro-1H-indol-3-yl}-ethyl)-acetamide). As a reaction SMILES: [CH:1]1([CH2:7][CH:8]2[O:12][C:11](=[O:13])[CH:10]=[C:9]2[OH:14])[CH2:6][CH2:5][CH2:4][CH2:3][CH2:2]1.[CH:15](=O)[C:16]1[CH:21]=[CH:20][CH:19]=[CH:18][CH:17]=1.[F:23][C:24]1[CH:32]=[C:31]2[C:27]([C:28]([CH2:33][CH2:34][NH:35][C:36](=[O:38])[CH3:37])=[CH:29][NH:30]2)=[CH:26][CH:25]=1>>[CH:1]1([CH2:7][CH:8]2[O:12][C:11](=[O:13])[C:10]([CH:15]([C:16]3[CH:21]=[CH:20][CH:19]=[CH:18][CH:17]=3)[C:29]3[NH:30][C:31]4[C:27]([C:28]=3[CH2:33][CH2:34][NH:35][C:36](=[O:38])[CH3:37])=[CH:26][CH:25]=[C:24]([F:23])[CH:32]=4)=[C:9]2[OH:14])[CH2:2][CH2:3][CH2:4][CH2:5][CH2:6]1. Procedure details: Using general procedure C, 5-cyclohexylmethyl-4-hydroxy-5H-furan-2-one (Lit. 13) was reacted with benzaldehyde and N-[2-(6-fluoro-1H-indol-3-yl)-ethyl]-acetamide (Example 18.1.) to give the title compound as pale red solid. MS: 503.0 ([M−H]−). The reactants are COC([C@H](CC1CCCCC1)N)=O ((S)-2-amino-3-cyclohexyl-propionic acid methyl ester), C(C)(C)N(C(C)C)CC (N,N-diisopropylethylamine), ice water, C(C)OC(\C=C(/CBr)\OC1=C(C=CC=C1)SC)=O ((E)-4-bromo-3-(2-methylsulfanyl-phenoxy)-but-2-enoic acid ethyl ester). Solvent: CN(C=O)C (N,N-dimethylformamide). Conditions: time 5 minute. The product is COC([C@H](CC1CCCCC1)N1C(C=C(C1)OC1=C(C=CC=C1)SC)=O)=O ((S)-3-cyclohexyl-2-[4-(2-methylsulfanyl-phenoxy)-2-oxo-2,5-dihydro-pyrrol-1-yl]-propionic acid methyl ester). Isolated yield 12.8%. As a reaction SMILES: [CH3:1][O:2][C:3](=[O:13])[C@@H:4]([NH2:12])[CH2:5][CH:6]1[CH2:11][CH2:10][CH2:9][CH2:8][CH2:7]1.C(N(CC)C(C)C)(C)C.C([O:25][C:26](=O)/[CH:27]=[C:28](/[O:31][C:32]1[CH:37]=[CH:36][CH:35]=[CH:34][C:33]=1[S:38][CH3:39])\[CH2:29]Br)C>CN(C)C=O>[CH3:1][O:2][C:3](=[O:13])[C@@H:4]([N:12]1[CH2:29][C:28]([O:31][C:32]2[CH:37]=[CH:36][CH:35]=[CH:34][C:33]=2[S:38][CH3:39])=[CH:27][C:26]1=[O:25])[CH2:5][CH:6]1[CH2:11][CH2:10][CH2:9][CH2:8][CH2:7]1. Procedure: To a stirred solution of (S)-2-amino-3-cyclohexyl-propionic acid methyl ester (1.10 g, 0.006 mol) in N,N-dimethylformamide (10 mL) was added N,N-diisopropylethylamine (3.51 g, 0.027 mol) slowly at room temperature, under nitrogen. The resulting mixture was stirred for 5 min and then treated with (E)-4-bromo-3-(2-methylsulfanyl-phenoxy)-but-2-enoic acid ethyl ester (1.80 g, 0.005 mol) and the reaction mixture was heated at 110° C.-120° C. for 16 h. After this time, ice water was added and the res...